Dataset: the Open Reaction Database (ORD), a public repository of structured organic reaction records. Task: describe an organic reaction: reactants, conditions, products, and yield Starting materials: N(=C=S)C1=CC=C(C(=O)O)C=C1 (4-isothiocyanatobenzoic acid), C(C)(C)N(CC)C(C)C (diisopropylethylamine), Cl.N(N)CC(=O)OCC (ethyl hydrazinoacetate hydrochloride). Solvent: ClCCl (dichloromethane). The product is NN1C(N(C(C1)=O)C1=CC=C(C=C1)C(=O)O)=S (1-amino-3-(4-carboxyphenyl)-2-thioxoimidazolidin-4-one). Isolated yield 52.5%. As a reaction SMILES: [N:1]([C:4]1[CH:12]=[CH:11][C:7]([C:8]([OH:10])=[O:9])=[CH:6][CH:5]=1)=[C:2]=[S:3].C(N(C(C)C)CC)(C)C.Cl.[NH:23]([CH2:25][C:26](OCC)=[O:27])[NH2:24]>ClCCl>[NH2:24][N:23]1[CH2:25][C:26](=[O:27])[N:1]([C:4]2[CH:12]=[CH:11][C:7]([C:8]([OH:10])=[O:9])=[CH:6][CH:5]=2)[C:2]1=[S:3] |f:2.3|. Procedure: 179 mg (1 mmol) of 4-isothiocyanatobenzoic acid and 523 μl (3 mmol) of diisopropylethylamine were stirred in 8 ml of dichloromethane and then with 155 mg (1 mmol) of ethyl hydrazinoacetate hydrochloride at room temperature for 96 hours. After the solvent was concentrated, the mixture was partitioned between ethyl acetate and 30% acetic acid. The aqueous layer was extracted with ethyl acetate again, and the organic layers were combined, washed with water and then with saturated aqueous sodium chl... Reactants: FC1=C(C=O)C=C(C=C1)C1N(S(NC=2C3=NC=CC=C3C=CC12)(=O)=O)C (2-fluoro-5-(2-methyl-3,3-dioxo-1,2,3,4-tetrahydro-3λ*6*-thia-2,4,5-triaza-phenanthren-1-yl)-benzaldehyde), CO (MeOH), C(C)(=O)O[BH-](OC(C)=O)OC(C)=O.[Na+] (sodium triacetoxyborohydride). The solvent is ClCCCl (DCE). Yields the product FC1=C(CNCCN2CCOCC2)C=C(C=C1)C1N(S(NC=2C3=NC=CC=C3C=CC12)(=O)=O)C ([2-Fluoro-5-(2-methyl-3,3-dioxo-1,2,3,4-tetrahydro-3λ*6*-thia-2,4,5-triaza-phenanthren-1-yl)-benzyl]-(2-morpholin-4-yl-ethyl)-amine). The yield is 34.0%. As a reaction SMILES: [F:1][C:2]1[CH:9]=[CH:8][C:7]([CH:10]2[C:23]3[CH:22]=[CH:21][C:20]4[C:15](=[N:16][CH:17]=[CH:18][CH:19]=4)[C:14]=3[NH:13][S:12](=[O:25])(=[O:24])[N:11]2[CH3:26])=[CH:6][C:3]=1[CH:4]=O.C(O[BH-](O[C:37](=O)[CH3:38])OC(=O)C)(=O)C.[Na+].[CH3:41][OH:42]>ClCCCl>[F:1][C:2]1[CH:9]=[CH:8][C:7]([CH:10]2[C:23]3[CH:22]=[CH:21][C:20]4[C:15](=[N:16][CH:17]=[CH:18][CH:19]=4)[C:14]=3[NH:13][S:12](=[O:25])(=[O:24])[N:11]2[CH3:26])=[CH:6][C:3]=1[CH2:4][NH:13][CH2:14][CH2:15][N:16]1[CH2:37][CH2:38][O:42][CH2:41][CH2:17]1 |f:1.2|. Reported procedure: In a similar fashion, using route 37 general procedure 90, 2-fluoro-5-(2-methyl-3,3-dioxo-1,2,3,4-tetrahydro-3λ*6*-thia-2,4,5-triaza-phenanthren-1-yl)-benzaldehyde 422 (15.9 μl, 0.13 mmol) and sodium triacetoxyborohydride (40 mg, 0.19 mmol) in DCE (2 ml) gave the title compound (22 mg, 34%) after trituration from MeOH.